This data is from the Open Reaction Database (ORD), a public repository of structured organic reaction records. The task is: describe an organic reaction: reactants, conditions, products, and yield The reactants are ClCCCCOC=1C=CC2=C(C(OC(N2)=O)(C)C)C1 (6-(4-chlorobutoxy)-4,4-dimethyl-4H-3,1-benzoxazin-2-one), FC1=CC=C(C=C1)S (4-fluoro-thiophenol). The product is FC1=CC=C(C=C1)SCCCCOC=1C=CC2=C(C(OC(N2)=O)(C)C)C1 (6-[4-(4-Fluoro-phenylmercapto)-butoxy]-4,4-dimethyl-4H-3,1-benzoxazin-2-one). RXN SMILES: Cl[CH2:2][CH2:3][CH2:4][CH2:5][O:6][C:7]1[CH:8]=[CH:9][C:10]2[NH:15][C:14](=[O:16])[O:13][C:12]([CH3:18])([CH3:17])[C:11]=2[CH:19]=1.[F:20][C:21]1[CH:26]=[CH:25][C:24]([SH:27])=[CH:23][CH:22]=1>>[F:20][C:21]1[CH:26]=[CH:25][C:24]([S:27][CH2:2][CH2:3][CH2:4][CH2:5][O:6][C:7]2[CH:8]=[CH:9][C:10]3[NH:15][C:14](=[O:16])[O:13][C:12]([CH3:18])([CH3:17])[C:11]=3[CH:19]=2)=[CH:23][CH:22]=1. Reported procedure: Prepared analogously to Example 1 from 6-(4-chlorobutoxy)-4,4-dimethyl-4H-3,1-benzoxazin-2-one and 4-fluoro-thiophenol. Reactants: C(C)(C)(C)OC(=O)N1CCC(CC1)OC1=CC=C(NCC2=CC=C3C=CC(=CC3=C2)C#N)C=C1 (7-[[4-[(1-t-butoxycarbonyl-4-piperidyl)oxy]anilino]methyl]-2-naphthalenecarbonitrile), Cl.N1=C(C=CC=C1)C(=O)Cl (picolinoyl chloride hydrochloride). Product: C(C)(C)(C)OC(=O)N1CCC(CC1)OC1=CC=C(C=C1)N(C(=O)C1=NC=CC=C1)CC1=CC2=CC(=CC=C2C=C1)C#N (N-[4-[(1-t-Butoxycarbonyl-4-piperidyl)oxy]phenyl]-N-[(7-cyano-2-naphthyl)methyl]-2-pyridinecarboxamide). Reaction SMILES: [C:1]([O:5][C:6]([N:8]1[CH2:13][CH2:12][CH:11]([O:14][C:15]2[CH:34]=[CH:33][C:18]([NH:19][CH2:20][C:21]3[CH:30]=[C:29]4[C:24]([CH:25]=[CH:26][C:27]([C:31]#[N:32])=[CH:28]4)=[CH:23][CH:22]=3)=[CH:17][CH:16]=2)[CH2:10][CH2:9]1)=[O:7])([CH3:4])([CH3:3])[CH3:2].Cl.[N:36]1[CH:41]=[CH:40][CH:39]=[CH:38][C:37]=1[C:42](Cl)=[O:43]>>[C:1]([O:5][C:6]([N:8]1[CH2:13][CH2:12][CH:11]([O:14][C:15]2[CH:16]=[CH:17][C:18]([N:19]([CH2:20][C:21]3[CH:22]=[CH:23][C:24]4[C:29](=[CH:28][C:27]([C:31]#[N:32])=[CH:26][CH:25]=4)[CH:30]=3)[C:42]([C:37]3[CH:38]=[CH:39][CH:40]=[CH:41][N:36]=3)=[O:43])=[CH:33][CH:34]=2)[CH2:10][CH2:9]1)=[O:7])([CH3:4])([CH3:2])[CH3:3] |f:1.2|. Procedure details: Starting compound: 7-[[4-[(1-t-butoxycarbonyl-4-piperidyl)oxy]anilino]methyl]-2-naphthalenecarbonitrile, picolinoyl chloride hydrochloride. The reactants are ClC=1C=C(C=C(C1)C1(CCOCC1)C#N)[C@H](CC(=O)OCC)NC(CNC(C1=CC(=CC(=C1)NC=1NCC(CN1)O)O)=O)=O ((3S)-ethyl 3-(3-chloro-5-(4-cyanotetrahydro-2H-pyran-4-yl)phenyl)-3-(2-(3-hydroxy-5-((5-hydroxy-1,4,5,6-tetrahydropyrimidin-2-yl)amino)benzamido)acetamido)propanoate), O.[OH-].[Li+] (lithium hydroxide monohydrate), ClCCl (dichloromethane). Run in C(C)#N.O (acetonitrile water), O (water). Run at time 8 hour. Yields the product ClC=1C=C(C=C(C1)C1(CCOCC1)C#N)[C@H](CC(=O)O)NC(CNC(C1=CC(=CC(=C1)NC=1NCC(CN1)O)O)=O)=O ((3S)-3-(3-chloro-5-(4-cyanotetrahydro-2H-pyran-4-yl)phenyl)-3-(2-(3-hydroxy-5-((5-hydroxy-1,4,5,6-tetrahydropyrimidin-2-yl)amino)benzamido)acetamido)propanoic acid). RXN SMILES: [Cl:1][C:2]1[CH:3]=[C:4]([C@@H:16]([NH:23][C:24](=[O:44])[CH2:25][NH:26][C:27](=[O:43])[C:28]2[CH:33]=[C:32]([NH:34][C:35]3[NH:36][CH2:37][CH:38]([OH:41])[CH2:39][N:40]=3)[CH:31]=[C:30]([OH:42])[CH:29]=2)[CH2:17][C:18]([O:20]CC)=[O:19])[CH:5]=[C:6]([C:8]2([C:14]#[N:15])[CH2:13][CH2:12][O:11][CH2:10][CH2:9]2)[CH:7]=1.O.[OH-].[Li+].ClCCl>C(#N)C.O.O>[Cl:1][C:2]1[CH:3]=[C:4]([C@@H:16]([NH:23][C:24](=[O:44])[CH2:25][NH:26][C:27](=[O:43])[C:28]2[CH:33]=[C:32]([NH:34][C:35]3[NH:40][CH2:39][CH:38]([OH:41])[CH2:37][N:36]=3)[CH:31]=[C:30]([OH:42])[CH:29]=2)[CH2:17][C:18]([OH:20])=[O:19])[CH:5]=[C:6]([C:8]2([C:14]#[N:15])[CH2:13][CH2:12][O:11][CH2:10][CH2:9]2)[CH:7]=1 |f:1.2.3,5.6|. Reported procedure: To a suspension of (3S)-ethyl 3-(3-chloro-5-(4-cyanotetrahydro-2H-pyran-4-yl)phenyl)-3-(2-(3-hydroxy-5-((5-hydroxy-1,4,5,6-tetrahydropyrimidin-2-yl)amino)benzamido)acetamido)propanoate (from step 2 above) (0.842 mmol, crude residue) in a mixture of acetonitrile/water (1:1) (6 mL) was added lithium hydroxide monohydrate (180.0 mg, 4.289 mmol) and the reaction mixture was stirred at room temperature overnight. The solvent was evaporated in vacuo to afford a yellow-orange viscous residue. The resid... Reactants: Cc1ccc(-n2nccn2)c(C(=O)N2CCN(c3ncc4c(n3)OCC=C4)CCC2C)c1, CCOC(C)=O, [H][H], [OH-], [OH-], [Pd+2]. The product is Cc1ccc(-n2nccn2)c(C(=O)N2CCN(c3ncc4c(n3)OCCC4)CCC2C)c1. RXN SMILES: [CH3:1][CH:2]1[N:3]([C:19]([c:20]2[c:21](-[n:27]3[n:28][cH:29][cH:30][n:31]3)[cH:22][cH:23][c:24]([CH3:26])[cH:25]2)=[O:32])[CH2:4][CH2:5][N:6]([c:9]2[n:10][cH:11][c:12]3[c:13]([n:14]2)[O:15][CH2:16][CH:17]=[CH:18]3)[CH2:7][CH2:8]1.[CH3:35][CH2:36][O:37][C:38](=[O:39])[CH3:40].[H:33][H:34].[OH-:41].[OH-:43].[Pd+2:42]>>[CH3:1][CH:2]1[N:3]([C:19]([c:20]2[c:21](-[n:27]3[n:28][cH:29][cH:30][n:31]3)[cH:22][cH:23][c:24]([CH3:26])[cH:25]2)=[O:32])[CH2:4][CH2:5][N:6]([c:9]2[n:10][cH:11][c:12]3[c:13]([n:14]2)[O:15][CH2:16][CH2:17][CH2:18]3)[CH2:7][CH2:8]1.